describe an organic reaction: reactants, conditions, products, and yield From a dataset of the Open Reaction Database (ORD), a public repository of structured organic reaction records. The reactants are C(C)(C)(C)OC(=O)N1CC(C(CC1)O)COS(=O)(=O)C1=CC=C(C=C1)C (4-hydroxy-3-(toluene-4-sulfonyloxymethyl)-piperidine-1-carboxylic acid tert-butyl ester), [N-]=[N+]=[N-].[Na+] (sodium azide). The solvent is C(Cl)Cl (DCM), CN(C)C=O (DMF). Run at temperature 85 celsius, time 16 hour. Product: C(C)(C)(C)OC(=O)N1CC(C(CC1)O)CN=[N+]=[N-] (3-azidomethyl-4-hydroxy-piperidine-1-carboxylic acid tert-butyl ester). RXN SMILES: [C:1]([O:5][C:6]([N:8]1[CH2:13][CH2:12][CH:11]([OH:14])[CH:10]([CH2:15]OS(C2C=CC(C)=CC=2)(=O)=O)[CH2:9]1)=[O:7])([CH3:4])([CH3:3])[CH3:2].[N-:27]=[N+:28]=[N-:29].[Na+]>CN(C=O)C.C(Cl)Cl>[C:1]([O:5][C:6]([N:8]1[CH2:13][CH2:12][CH:11]([OH:14])[CH:10]([CH2:15][N:27]=[N+:28]=[N-:29])[CH2:9]1)=[O:7])([CH3:4])([CH3:3])[CH3:2] |f:1.2|. Procedure: To a stirred solution of 4-hydroxy-3-(toluene-4-sulfonyloxymethyl)-piperidine-1-carboxylic acid tert-butyl ester (8.56 mmol, 3.3 g) in DMF (20 mL) was added sodium azide (35.28 mmol, 2.34 g), and the reaction mixture was stirred at 80-90° C. for 16 h. The reaction mixture was cooled to room temperature, diluted with DCM (200 mL), washed with water, and the organic layer was dried and concentrated under reduced pressure. The residue was purified by flash silica gel column chromatography by elutin... The product is CC(=O)n1c2c(c3cc(O[Si](C)(C)C(C)(C)C)ccc31)CSc1ccccc1-2. Starting materials: CC(C)(C)[Si](C)(C)Oc1ccc2[nH]c3c(c2c1)CSc1ccccc1-3, CC(=O)Cl, [H-], [Na+], CN(C)C=O. As a reaction SMILES: [C:1]([CH3:2])([CH3:3])([CH3:4])[Si:5]([O:6][c:7]1[cH:8][c:9]2[c:10]3[c:15]([nH:16][c:17]2[cH:18][cH:19]1)-[c:14]1[c:13]([cH:23][cH:22][cH:21][cH:20]1)[S:12][CH2:11]3)([CH3:24])[CH3:25].[CH3:28][C:29]([Cl:30])=[O:31].[H-:27].[Na+:26].[O:32]=[CH:33][N:34]([CH3:35])[CH3:36]>>[C:1]([CH3:2])([CH3:3])([CH3:4])[Si:5]([O:6][c:7]1[cH:8][c:9]2[c:10]3[c:15]([n:16]([C:29]([CH3:28])=[O:31])[c:17]2[cH:18][cH:19]1)-[c:14]1[c:13]([cH:23][cH:22][cH:21][cH:20]1)[S:12][CH2:11]3)([CH3:24])[CH3:25]. Starting materials: C1CCOS1(=O)=O (propane sultone), CC(=C)C(=O)NCCCN(C)C (DMAPMA). Run in C(C)#N (acetonitrile), C(C)#N (acetonitrile). Conditions: temperature 35 celsius, time 30 minute. The product is C(C(=C)C)(=O)NCCC[N+](CCCS(=O)(=O)[O-])(C)C (3-((3-Methacrylamidopropyl)Dimethylammonio)Propane-1-Sulfonate). As a reaction SMILES: [CH2:1]1[S:5](=[O:7])(=[O:6])[O:4][CH2:3][CH2:2]1.[CH3:8][C:9]([C:11]([NH:13][CH2:14][CH2:15][CH2:16][N:17]([CH3:19])[CH3:18])=[O:12])=[CH2:10]>C(#N)C>[C:11]([NH:13][CH2:14][CH2:15][CH2:16][N+:17]([CH3:19])([CH3:18])[CH2:3][CH2:2][CH2:1][S:5]([O-:4])(=[O:7])=[O:6])(=[O:12])[C:9]([CH3:10])=[CH2:8]. Procedure details: Into a round bottom flask is added 26.4 grams of anhydrous acetonitrile (available from Sigma-Aldrich) and 15.5 grams of propane sultone (available from Sigma-Aldrich), and this is stirred for 30 minutes. After the 30 minutes, a solution of 25.6 grams of DMAPMA in 56.5 grams of acetonitrile is added. The mixture is stirred and warmed to 35° C. A white precipitate quickly forms. Once the white precipitate takes up the bulk of the volume, the liquid is decanted. The solid is washed once with aceto... The reactants are CC(C)(C)[O-], COCCOC, COC(=O)C(=NO)c1ccccc1C, FC(F)Cl, [K+]. The product is COC(=O)C(=NOC(F)F)c1ccccc1C. Reaction SMILES: [C:1]([O-:2])([CH3:3])([CH3:4])[CH3:5].[CH3:25][O:26][CH2:27][CH2:28][O:29][CH3:30].[CH3:7][O:8][C:9]([C:10]([c:11]1[c:12]([CH3:17])[cH:13][cH:14][cH:15][cH:16]1)=[N:18][OH:19])=[O:20].[Cl:21][CH:22]([F:23])[F:24].[K+:6]>>[CH3:7][O:8][C:9]([C:10]([c:11]1[c:12]([CH3:17])[cH:13][cH:14][cH:15][cH:16]1)=[N:18][O:19][CH:22]([F:23])[F:24])=[O:20]. Reaction SMILES: C=O.[Cl:3][C:4]1[CH:15]=[C:14]2[C:7]([NH:8][C:9]([CH2:16][CH3:17])=[C:10]2[CH2:11][CH2:12]N)=[CH:6][CH:5]=1.[C:18]([BH3-])#[N:19].[Na+].[C:22]([O-])([O-])=O.[K+].[K+]>CO.CC(O)=O>[Cl:3][C:4]1[CH:15]=[C:14]2[C:7]([NH:8][C:9]([CH2:16][CH3:17])=[C:10]2[CH2:11][CH2:12][N:19]([CH3:18])[CH3:22])=[CH:6][CH:5]=1 |f:2.3,4.5.6|. Reactants: ClC1=CC=C2NC(=C(CCN)C2=C1)CC (5-Chloro-2-ethyltryptamine), C(#N)[BH3-].[Na+] (sodium cyanoborohydride), C(=O)([O-])[O-].[K+].[K+] (K2CO3), C=O (HCHO). Conditions: temperature 25 celsius, time 2.5 hour. The product is ClC1=CC=C2NC(=C(CCN(C)C)C2=C1)CC (5-Chloro-2-ethyl-N,N-dimethyltryptamine). Procedure: 40% HCHO (0.95 mL) in MeOH (16 mL) was added dropwise to a stirred cooled (0° C.) solution of (5) (3.16 mmol), AcOH (0.47 mL) and sodium cyanoborohydride (0.35 g). The resulting mixture was allowed to stir at 25° C. for 2.5 h. A saturated aqueous solution of K2CO3 (5 mL) was added, MeOH was removed in vacuo and the aqueous phase was extracted with EtOAc. After drying over Na2SO4, the solvent was evaporated under reduced pressure to give a crude residue which was purified by filtration on silica ... The solvent is CC(=O)O (AcOH), CO (MeOH).